From a dataset of the Open Reaction Database (ORD), a public repository of structured organic reaction records. describe an organic reaction: reactants, conditions, products, and yield The reactants are NC1=C(C#N)C(=CC=C1)Br (2-amino-6-bromobenzonitrile), CC(C#C)(C)C (3,3-dimethylbut-1-yne), C(=O)([O-])[O-].[K+].[K+] (K2CO3). Reagents/catalysts: [Cu]I (CuI), C=1C=CC(=CC1)[P](C=2C=CC=CC2)(C=3C=CC=CC3)[Pd]([P](C=4C=CC=CC4)(C=5C=CC=CC5)C=6C=CC=CC6)([P](C=7C=CC=CC7)(C=8C=CC=CC8)C=9C=CC=CC9)[P](C=1C=CC=CC1)(C=1C=CC=CC1)C=1C=CC=CC1 (Pd(PPh3)4). Run in COCCOC.O (DME H2O). The product is NC1=C(C#N)C(=CC=C1)C#CC(C)(C)C (2-amino-6-(3,3-dimethylbut-1-ynyl)benzonitrile). Isolated yield 92.8%. Reaction SMILES: [NH2:1][C:2]1[CH:9]=[CH:8][CH:7]=[C:6](Br)[C:3]=1[C:4]#[N:5].[CH3:11][C:12]([CH3:16])([CH3:15])[C:13]#[CH:14].C([O-])([O-])=O.[K+].[K+]>COCCOC.O.[Cu]I.C1C=CC([P]([Pd]([P](C2C=CC=CC=2)(C2C=CC=CC=2)C2C=CC=CC=2)([P](C2C=CC=CC=2)(C2C=CC=CC=2)C2C=CC=CC=2)[P](C2C=CC=CC=2)(C2C=CC=CC=2)C2C=CC=CC=2)(C2C=CC=CC=2)C2C=CC=CC=2)=CC=1>[NH2:1][C:2]1[CH:9]=[CH:8][CH:7]=[C:6]([C:14]#[C:13][C:12]([CH3:16])([CH3:15])[CH3:11])[C:3]=1[C:4]#[N:5] |f:2.3.4,5.6,^1:35,37,56,75|. Procedure: To a solution of 2-amino-6-bromobenzonitrile (1.97 g, 10.0 mmol), 3,3-dimethylbut-1-yne (2.46 g, 30 mmol), K2CO3 (2.76 g, 20.0 mmol), and CuI (191 mg, 0.1 mmol) in DME/H2O (4:1, 50 mL) was added Pd(PPh3)4 (1.16 g, 0.1 mmol) at room temperature under nitrogen. The reaction mixture was refluxed under nitrogen overnight. After it was cooled down to room temperature, the reaction was quenched with brine, extracted with EtOAc. The organic layer was washed with brine, dried over Na2SO4, and concentrat...